From a dataset of the Open Reaction Database (ORD), a public repository of structured organic reaction records. describe an organic reaction: reactants, conditions, products, and yield Reactants: ClC1=CC=2C(C3=CC=CC=C3C(C2C=C1)=O)=O (2-chloroanthraquinone), C1=CC=CC2=CC3=CC=CC=C3C=C12 (anthracene), CCCCCC.C(Cl)Cl (hexane methylene chloride), C1=CC=CC=2C(C3=CC=CC=C3C(C12)=O)=O (anthraquinone). The reagents and catalysts are [Zn] (zinc), [Zn] (Zinc). Run in [OH-].[NH4+] (ammonium hydroxide), O (water), C(Cl)Cl (methylene chloride). Run at temperature 40 celsius, time 45 minute. Yields the product ClC1=CC2=CC3=CC=CC=C3C=C2C=C1 (2-Chloroanthracene). Isolated yield 14.4%. As a reaction SMILES: [Cl:1][C:2]1[CH:15]=[CH:14][C:13]2[C:12](=O)[C:11]3[C:6](=[CH:7][CH:8]=[CH:9][CH:10]=3)[C:5](=O)[C:4]=2[CH:3]=1.CCCCCC.C(Cl)Cl.C1C2C(=O)C3C(=CC=CC=3)C(=O)C=2C=CC=1.C1C2C(=CC3C(C=2)=CC=CC=3)C=CC=1>[OH-].[NH4+].O.[Zn].C(Cl)Cl>[Cl:1][C:2]1[CH:15]=[CH:14][C:13]2[C:4](=[CH:5][C:6]3[C:11]([CH:12]=2)=[CH:10][CH:9]=[CH:8][CH:7]=3)[CH:3]=1 |f:1.2,5.6|. Reported procedure: A stirred suspension of 2-chloroanthraquinone (1260 g, 5.19 mol) in concentrated ammonium hydroxide (7.5 L) and water (2.5 L) was warmed to 40° C. Zinc dust (845 g, 12.93 mol) was added in one portion, changing the color to deep red. The mixture was stirred for 45 min at 50° C., then cautiously treated with a second portion of zinc dust (845 g). After the addition, the stirred mixture was heated gradually over 3 h to 90° C., then maintained at 90°-95° C. for 2 h (red color dissipated). TLC analy... Starting materials: Cl.C1(CC1)COC1=C(C=C(C=C1)C(F)(F)F)C=1C2=C(N=CN1)C(=C(N2)C)C(=O)NC2CCNCC2 (4-[2-(cyclopropylmethoxy)-5-(trifluoromethyl)phenyl]-6-methyl-N-(piperidin-4-yl)-5H-pyrrolo[3,2-d]pyrimidine-7-carboxamide hydrochloride), C(C)(=O)OCC(=O)Cl (2-chloro-2-oxoethyl acetate). Yields the product C1(CC1)COC1=C(C=C(C=C1)C(F)(F)F)C=1C2=C(N=CN1)C(=C(N2)C)C(=O)NC2CCN(CC2)C(CO)=O (4-[2-(Cyclopropylmethoxy)-5-(trifluoromethyl)phenyl]-N-[1-(hydroxyacetyl)piperidin-4-yl]-6-methyl-5H-pyrrolo[3,2-d]pyrimidine-7-carboxamide). RXN SMILES: Cl.[CH:2]1([CH2:5][O:6][C:7]2[CH:12]=[CH:11][C:10]([C:13]([F:16])([F:15])[F:14])=[CH:9][C:8]=2[C:17]2[C:18]3[NH:25][C:24]([CH3:26])=[C:23]([C:27]([NH:29][CH:30]4[CH2:35][CH2:34][NH:33][CH2:32][CH2:31]4)=[O:28])[C:19]=3[N:20]=[CH:21][N:22]=2)[CH2:4][CH2:3]1.C([O:39][CH2:40][C:41](Cl)=[O:42])(=O)C>>[CH:2]1([CH2:5][O:6][C:7]2[CH:12]=[CH:11][C:10]([C:13]([F:15])([F:14])[F:16])=[CH:9][C:8]=2[C:17]2[C:18]3[NH:25][C:24]([CH3:26])=[C:23]([C:27]([NH:29][CH:30]4[CH2:31][CH2:32][N:33]([C:40](=[O:39])[CH2:41][OH:42])[CH2:34][CH2:35]4)=[O:28])[C:19]=3[N:20]=[CH:21][N:22]=2)[CH2:3][CH2:4]1 |f:0.1|. Reported procedure: Starting from 4-[2-(cyclopropylmethoxy)-5-(trifluoromethyl)phenyl]-6-methyl-N-(piperidin-4-yl)-5H-pyrrolo[3,2-d]pyrimidine-7-carboxamide hydrochloride (example D.f31) and commercially available 2-chloro-2-oxoethyl acetate the title compound is obtained as colorless solid. Starting materials: FC1=CC=C(C=C1)CC(CN1C=NC=C1)=O (1-(4-fluorophenyl)-3-(imidazol-1-yl)propanone), [Br-].COC(=O)C=1C=C(C[P+](C2=CC=CC=C2)(C2=CC=CC=C2)C2=CC=CC=C2)C=CC1 (3-methoxycarbonylbenzyltriphenylphosphonium bromide), CC(C)([O-])C.[K+] (potassium tert-butoxide), [PH4+] (phosphonium), CC(C)([O-])C.[K+] (potassium tert-butoxide). Solvent: ClCCl (dichloromethane). Conditions: time 18 hour. Yields the product FC1=CC=C(C=C1)C(=CC=1C=C(C(=O)OC)C=CC1)CCN1C=NC=C1 (methyl 3-[2-(4-fluorophenyl)-4-(imidazol-1-yl)-but-1-enyl]-benzoate). RXN SMILES: [F:1][C:2]1[CH:7]=[CH:6][C:5]([CH2:8][C:9](=O)[CH2:10][N:11]2[CH:15]=[CH:14][N:13]=[CH:12]2)=[CH:4][CH:3]=1.[Br-].[CH3:18][O:19][C:20]([C:22]1[CH:23]=[C:24]([CH:45]=[CH:46][CH:47]=1)[CH2:25][P+](C1C=CC=CC=1)(C1C=CC=CC=1)C1C=CC=CC=1)=[O:21].CC(C)([O-])C.[K+].[PH4+]>ClCCl>[F:1][C:2]1[CH:7]=[CH:6][C:5]([C:8]([CH2:9][CH2:10][N:11]2[CH:15]=[CH:14][N:13]=[CH:12]2)=[CH:25][C:24]2[CH:23]=[C:22]([CH:47]=[CH:46][CH:45]=2)[C:20]([O:19][CH3:18])=[O:21])=[CH:4][CH:3]=1 |f:1.2,3.4|. Reported procedure: To a solution of product from step C (2.00 g, 9.17 mmol) in dichloromethane (25 ml) was added 3-methoxycarbonylbenzyltriphenylphosphonium bromide (4.50 g, 9.17 mmol) and potassium tert-butoxide (1.03 g, 9.17 mmol). The mixture was stirred at room temperature for 18 hrs. A further portion of the phosphonium salt (0.88 g, 1.83 mmol) and potassium tert-butoxide (0.21 g, 1.83 mmol) was added. After 16 hrs at room temperature the mixture was partitioned between brine (50 ml) and dichloromethane (50 m... Reactants: O=C(O)c1ccc2cc(Br)ccc2c1, O=C([O-])[O-], CC#N, [Cs+], [Cs+], CCI. Product: CCOC(=O)c1ccc2cc(Br)ccc2c1. Reaction SMILES: [Br:1][c:2]1[cH:3][c:4]2[cH:5][cH:6][c:7]([C:12](=[O:13])[OH:14])[cH:8][c:9]2[cH:10][cH:11]1.[C:18](=[O:19])([O-:20])[O-:21].[CH3:24][C:25]#[N:26].[Cs+:22].[Cs+:23].[I:15][CH2:16][CH3:17]>>[Br:1][c:2]1[cH:3][c:4]2[cH:5][cH:6][c:7]([C:12](=[O:13])[O:14][CH2:16][CH3:17])[cH:8][c:9]2[cH:10][cH:11]1.